The task is: describe an organic reaction: reactants, conditions, products, and yield. This data is from the Open Reaction Database (ORD), a public repository of structured organic reaction records. Reactants: C(C)OC1=C(C=C(C(=O)N2C(CC(C3=CC=CC=C23)O)C)C=C1)OC (1-(4-ethoxy-3-methoxybenzoyl)-2-methyl-1,2,3,4-tetrahydro-4-quinolinol), N1CCCC2=CC=CC=C12 (1,2,3,4-tetrahydroquinoline). Product: C(C)OC1=C(C=C(C(=O)N2C(CC(C3=CC=CC=C23)N2CCCC3=CC=CC=C23)C)C=C1)OC (1-(4-Ethoxy-3-methoxybenzoyl)-2-methyl-4-(1,2,3,4-tetrahydroquinolin-1-yl)-1,2,3,4-tetrahydroquinoline). Isolated yield 35.8%. As a reaction SMILES: [CH2:1]([O:3][C:4]1[CH:23]=[CH:22][C:7]([C:8]([N:10]2[C:19]3[C:14](=[CH:15][CH:16]=[CH:17][CH:18]=3)[CH:13](O)[CH2:12][CH:11]2[CH3:21])=[O:9])=[CH:6][C:5]=1[O:24][CH3:25])[CH3:2].[NH:26]1[C:35]2[C:30](=[CH:31][CH:32]=[CH:33][CH:34]=2)[CH2:29][CH2:28][CH2:27]1>>[CH2:1]([O:3][C:4]1[CH:23]=[CH:22][C:7]([C:8]([N:10]2[C:19]3[C:14](=[CH:15][CH:16]=[CH:17][CH:18]=3)[CH:13]([N:26]3[C:35]4[C:30](=[CH:31][CH:32]=[CH:33][CH:34]=4)[CH2:29][CH2:28][CH2:27]3)[CH2:12][CH:11]2[CH3:21])=[O:9])=[CH:6][C:5]=1[O:24][CH3:25])[CH3:2]. Procedure details: Starting with 1-(4-ethoxy-3-methoxybenzoyl)-2-methyl-1,2,3,4-tetrahydro-4-quinolinol (600 mg, 1.76 mmol) prepared in Reference Example 19 and 1,2,3,4-tetrahydroquinoline (703 mg, 5.28 mmol), the same procedure as shown in Example 1 was repeated to give the titled compound (288 mg, yield: 36%) as a white crystal. (cis:trans=2:3) Starting materials: CS(C)=O, O=[N+]([O-])c1c(F)c(F)c(F)c(F)c1F, [K+], [OH-], O. Yields the product O=[N+]([O-])c1c(F)c(F)c(O)c(F)c1F. RXN SMILES: [CH3:17][S:18](=[O:19])[CH3:20].[F:1][c:2]1[c:3]([F:14])[c:4]([F:13])[c:5]([F:12])[c:6]([F:11])[c:7]1[N+:8](=[O:9])[O-:10].[K+:16].[OH-:15].[OH2:21]>>[F:1][c:2]1[c:3]([F:14])[c:4]([OH:15])[c:5]([F:12])[c:6]([F:11])[c:7]1[N+:8](=[O:9])[O-:10].